This data is from the Open Reaction Database (ORD), a public repository of structured organic reaction records. The task is: describe an organic reaction: reactants, conditions, products, and yield Starting materials: COC1=C(C=O)C=C(C=C1)OC (2,5-Dimethoxybenzaldehyde), C(C)N(C(C1=C(C=C(C=C1)C)OC)=O)CC (2-Methoxy-4-methylbenzoic acid diethyl amide), CN(CCN(C)C)C (tetramethylethylenediamine), C(C)(C)(C)[Li] (Tert-Butyl lithium). Solvent: O1CCCC1 (tetrahydrofuran), O1CCCC1 (tetrahydrofuran), O (water). Reaction conditions: temperature -70 celsius. The product is CC1=C2C(OC(C2=C(C=C1)OC)=O)C1=C(C=CC(=C1)OC)OC (4-methyl-7-methoxy-3-(2',5'-dimethoxyphenyl)-1-(3H)-isobenzofuranone). RXN SMILES: C(N(CC)[C:4](=[O:14])[C:5]1C=CC(C)=[CH:7][C:6]=1[O:12][CH3:13])C.CN(C)CCN(C)C.[C:25]([Li])([CH3:28])([CH3:27])[CH3:26].[CH3:30][O:31][C:32]1[CH:39]=[CH:38][C:37]([O:40][CH3:41])=[CH:36][C:33]=1[CH:34]=[O:35]>O1CCCC1.O>[CH3:26][C:25]1[CH:28]=[CH:7][C:6]([O:12][CH3:13])=[C:5]2[C:27]=1[CH:34]([C:33]1[CH:36]=[C:37]([O:40][CH3:41])[CH:38]=[CH:39][C:32]=1[O:31][CH3:30])[O:35][C:4]2=[O:14]. Procedure details: 2-Methoxy-4-methylbenzoic acid diethyl amide (27 g) was dissolved in dry tetrahydrofuran (250 ml) with tetramethylethylenediamine (15 g). The solution was stirred under nitrogen and cooled to -70° C. Tert-Butyl lithium (1.7N in pentane, 100 ml) was added over 15 minutes and the solution was stirred for 45 minutes. 2,5-Dimethoxybenzaldehyde (20 g) in dry tetrahydrofuran (80 ml) was added over 10 minutes. The reaction mixture was stirred for one hour at -70° C. and then allowed to warm to room tem... Starting materials: C1CNCCN1, N#Cc1c(Cl)c2ccccc2n(Cc2ccc(F)cc2)c1=O, ClCCl. Yields the product N#Cc1c(N2CCNCC2)c2ccccc2n(Cc2ccc(F)cc2)c1=O. As a reaction SMILES: [CH2:23]1[CH2:24][NH:25][CH2:26][CH2:27][NH:28]1.[Cl:1][c:2]1[c:3]([C:21]#[N:22])[c:4](=[O:20])[n:5]([CH2:12][c:13]2[cH:14][cH:15][c:16]([F:19])[cH:17][cH:18]2)[c:6]2[cH:7][cH:8][cH:9][cH:10][c:11]12.[Cl:29][CH2:30][Cl:31]>>[c:2]1([N:25]2[CH2:24][CH2:23][NH:28][CH2:27][CH2:26]2)[c:3]([C:21]#[N:22])[c:4](=[O:20])[n:5]([CH2:12][c:13]2[cH:14][cH:15][c:16]([F:19])[cH:17][cH:18]2)[c:6]2[cH:7][cH:8][cH:9][cH:10][c:11]12. Starting materials: FC1=CC=C(C(N)=C1)C (5-fluoro-o-toluidine), BrN1C(CCC1=O)=O (N-bromosuccinimide), S(=S)(=O)([O-])[O-].[Na+].[Na+] (sodium thiosulfate). The solvent is ClCCl (dichloromethane). The product is BrC1=CC(=C(C=C1F)N)C (4-Bromo-5-fluoro-2-methylphenylamine). Isolated yield 102.1%. RXN SMILES: [F:1][C:2]1[CH:8]=[C:6]([NH2:7])[C:5]([CH3:9])=[CH:4][CH:3]=1.[Br:10]N1C(=O)CCC1=O.S([O-])([O-])(=O)=S.[Na+].[Na+]>ClCCl>[Br:10][C:3]1[C:2]([F:1])=[CH:8][C:6]([NH2:7])=[C:5]([CH3:9])[CH:4]=1 |f:2.3.4|. Procedure details: To a solution of 49.0 g of 5-fluoro-o-toluidine in 600 mL of dichloromethane was added 69.7 g of N-bromosuccinimide at 0° C., and stirred at this temperature for an hour. Then sodium thiosulfate aqueous solution was added, and the reaction solution was evaporated and diluted with ethyl acetate. The organic layer was washed successively with water and saturated brine and dried over anhydrous magnesium sulfate. Then the solvent was evaporated, and the precipitated crystals were washed with diethyl... The reactants are FC=1C(=NC=CC1)C1(CCC1)NC(OC)=O (methyl 1-(3-fluoropyridin-2-yl)cyclobutylcarbamate), [OH-].[Na+] (sodium hydroxide). The solvent is C(C)O (ethanol). Reaction conditions: temperature 150 celsius. Yields the product FC=1C(=NC=CC1)C1(CCC1)N (1-(3-fluoropyridin-2-yl)cyclobutanamine). The yield is 92.6%. As a reaction SMILES: [F:1][C:2]1[C:3]([C:8]2([NH:12]C(=O)OC)[CH2:11][CH2:10][CH2:9]2)=[N:4][CH:5]=[CH:6][CH:7]=1.[OH-].[Na+]>C(O)C>[F:1][C:2]1[C:3]([C:8]2([NH2:12])[CH2:11][CH2:10][CH2:9]2)=[N:4][CH:5]=[CH:6][CH:7]=1 |f:1.2|. Procedure details: To a 20 mL microwave reaction vial was added methyl 1-(3-fluoropyridin-2-yl)cyclobutylcarbamate (1.47 g, 6.56 mmol), ethanol (12 mL) and 3N aqueous sodium hydroxide (7 mL). The reaction mixture was heated in the microwave reactor at 150° C. for 30 min. The ethanol was evaporated under reduced pressure and the mixture was extracted with ethyl acetate (30 mL). The aqueous layer was then extracted with ethyl acetate (2×30 mL). The organic layers were combined, dried over Na2SO4, filtered, and conce... Reported procedure: In a round-bottomed flask, 2-methyl-propane-2-sulfinic acid (1-isoxazol-3-yl-ethyl)-amide (652 mg, 2.71 mmol) was dissolved in methanol (5 ml) and hydrogen chloride (4.0 M in 1,4-dioxane, 1.4 ml, 5.6 mmol) was added dropwise. The reaction mixture was stirred at room temperature for 15 min then concentrated to give 1-isoxazol-3-yl-ethylamine hydrochloride as an off-white solid which was used without further purification. The reactants are O1N=C(C=C1)C(C)NS(=O)C(C)(C)C (2-methyl-propane-2-sulfinic acid (1-isoxazol-3-yl-ethyl)-amide), Cl (hydrogen chloride). Reaction conditions: time 15 minute. Product: Cl.O1N=C(C=C1)C(C)N (1-isoxazol-3-yl-ethylamine hydrochloride). As a reaction SMILES: [O:1]1[CH:5]=[CH:4][C:3]([CH:6]([NH:8]S(C(C)(C)C)=O)[CH3:7])=[N:2]1.[ClH:15]>CO>[ClH:15].[O:1]1[CH:5]=[CH:4][C:3]([CH:6]([NH2:8])[CH3:7])=[N:2]1 |f:3.4|. The solvent is CO (methanol). Reactants: C1(CCCCC1)P(C1=C(C=CC=C1)C1=CC=CC=C1)C1CCCCC1 (2-(dicyclohexylphosphino)biphenyl), BrC=1C=C2C(=NC1)ON=C2C(C)C=2C=C1C=CC=NC1=CC2 (6-(1-(5-bromoisoxazolo[5,4-b]pyridin-3-yl)ethyl)quinoline), C(CCC)[Sn](C=1N=CSC1)(CCCC)CCCC (4-(tributylstannyl)thiazole). Run in CN(C)C=O (DMF). Conditions: temperature 90 celsius, time 2 hour. Product: S1C=NC(=C1)C=1C=C2C(=NC1)ON=C2[C@H](C)C=2C=C1C=CC=NC1=CC2 (6-((R)-1-(5-(thiazol-4-yl)isoxazolo[5,4-b]pyridin-3-yl)ethyl)quinoline). RXN SMILES: C1(P(C2CCCCC2)C2C=CC=CC=2C2C=CC=CC=2)CCCCC1.Br[C:27]1[CH:28]=[C:29]2[C:35]([CH:36]([C:38]3[CH:39]=[C:40]4[C:45](=[CH:46][CH:47]=3)[N:44]=[CH:43][CH:42]=[CH:41]4)[CH3:37])=[N:34][O:33][C:30]2=[N:31][CH:32]=1.C([Sn](CCCC)(CCCC)[C:53]1[N:54]=[CH:55][S:56][CH:57]=1)CCC>CN(C=O)C>[S:56]1[CH:57]=[C:53]([C:27]2[CH:28]=[C:29]3[C:35]([C@@H:36]([C:38]4[CH:39]=[C:40]5[C:45](=[CH:46][CH:47]=4)[N:44]=[CH:43][CH:42]=[CH:41]5)[CH3:37])=[N:34][O:33][C:30]3=[N:31][CH:32]=2)[N:54]=[CH:55]1. Procedure details: To a pressure vessel was added 2-(dicyclohexylphosphino)biphenyl (12 mg, 0.42 mmol), 6-(1-(5-bromoisoxazolo[5,4-b]pyridin-3-yl)ethyl)quinoline (0.10 g, 0.28 mmol), 4-(tributylstannyl)thiazole (0.16 g, 0.42 mmol) in anhydrous DMF (3 mL). The vial was flushed with argon, sealed and stirred at 90° C. for two hours. The mixture was concentrated and purified by MPLC (eluted with a gradient of 0 to 10% methanol in dichloromethane) to yield the racemic product as an off-white solid. The desired enantio...